Dataset: the Open Reaction Database (ORD), a public repository of structured organic reaction records. Task: describe an organic reaction: reactants, conditions, products, and yield The reactants are O=C1N(C(C2=CC=CC=C12)=O)C1=CC=C2CCC(CC2=C1)N1CCN(CC1)C(=O)OC(C)(C)C (tert-butyl 4-[7-(1,3-dioxo-1,3-dihydro-2H-isoindol-2-yl)-1,2,3,4-tetrahydronaphthalen-2-yl]piperazine-1-carboxylate), FC(C(=O)OC(C(F)(F)F)=O)(F)F (trifluoroacetic anhydride), C(=O)(C(F)(F)F)O (TFA). Run in N1=CC=CC=C1 (pyridine). Reaction conditions: time 1 hour. Product: FC(C(=O)N1CCN(CC1)C1CCC=2C=CC(=CC2C1)N1C(C2=CC=CC=C2C1=O)=O)(F)F (2-{7-[4-(Trifluoroacetyl)piperazin-1-yl]-5,6,7,8-tetrahydronaphthalen-2-yl}-1H-isoindole-1,3(2H)-dione). RXN SMILES: [O:1]=[C:2]1[C:10]2[C:5](=[CH:6][CH:7]=[CH:8][CH:9]=2)[C:4](=[O:11])[N:3]1[C:12]1[CH:21]=[C:20]2[C:15]([CH2:16][CH2:17][CH:18]([N:22]3[CH2:27][CH2:26][N:25](C(OC(C)(C)C)=O)[CH2:24][CH2:23]3)[CH2:19]2)=[CH:14][CH:13]=1.[C:35](O)([C:37]([F:40])([F:39])[F:38])=[O:36].FC(F)(F)C(OC(=O)C(F)(F)F)=O>N1C=CC=CC=1>[F:38][C:37]([F:40])([F:39])[C:35]([N:25]1[CH2:26][CH2:27][N:22]([CH:18]2[CH2:19][C:20]3[CH:21]=[C:12]([N:3]4[C:4](=[O:11])[C:5]5[C:10](=[CH:9][CH:8]=[CH:7][CH:6]=5)[C:2]4=[O:1])[CH:13]=[CH:14][C:15]=3[CH2:16][CH2:17]2)[CH2:23][CH2:24]1)=[O:36]. Reported procedure: To a flask charged with tert-butyl 4-[7-(1,3-dioxo-1,3-dihydro-2H-isoindol-2-yl)-1,2,3,4-tetrahydronaphthalen-2-yl]piperazine-1-carboxylate (300 mg, 0.65 mmol) and a stir bar was added TFA (2 mL). The mixture was allowed to stir at RT for 1 hour. LC showed complete removal of the Boc group. TFA was removed under reduced pressure, and the residue was dissolved in DCM (5 mL). To the solution was added pyridine and trifluoroacetic anhydride (0.27 mL, 2.0 mmol). LC showed formation of the desired pr... The reactants are ClCCCC1=CC=[N+](C=C1)[O-] (4-(3-chloropropyl)-pyridine-N-oxide), COS(=O)(=O)[O-].ClCCCC1=CC=[N+](C=C1)OC (4-(3-chloropropyl)-1-methoxypyridinium methyl sulfate salt), ice, [C-]#N.[K+] (potassium cyanide), C(C)(=O)OO (Peracetic acid), ClCCCC1=CC=NC=C1 (4-(3-chloropropyl)pyridine). Solvent: S(=O)(=O)(OC)OC (dimethyl sulfate), O (water), [OH-].[Na+] (sodium hydroxide). Product: ClCCCC1=CC(=NC=C1)C#N (4-(3-chloropropyl)-2-cyanopyridine). RXN SMILES: C(OO)(=O)C.[Cl:6][CH2:7][CH2:8][CH2:9][C:10]1[CH:15]=[CH:14][N:13]=[CH:12][CH:11]=1.ClCCCC1C=C[N+:23]([O-])=[CH:22]C=1.COS([O-])(=O)=O.ClCCCC1C=C[N+](OC)=CC=1.[C-]#N.[K+]>S(OC)(OC)(=O)=O.O.[OH-].[Na+]>[Cl:6][CH2:7][CH2:8][CH2:9][C:10]1[CH:15]=[CH:14][N:13]=[C:12]([C:22]#[N:23])[CH:11]=1 |f:3.4,5.6,9.10|. Procedure: Peracetic acid (40%, 5.0 ml) is added to 4-(3-chloropropyl)pyridine (5.18 g) at such a rate as to keep the reaction temperature at 80°. The mixture is stirred until the temperature falls to 30°. Excess peracid is destroyed with sodium sulfite solution and the solvent is vacuum distilled. The residue is redissolved in methylene chloride (50 ml), filtered and evaporated to yield and crude 4-(3-chloropropyl)-pyridine-N-oxide which is heated to 80° in dimethyl sulfate (4.66 g) for 2 hours. The resul... Reactants: ClCCCl, Cc1ocnc1C1(N)CC1, CCN(C(C)C)C(C)C, ClCCl, Cl, CNC(=O)c1c(-c2ccc(F)cc2)oc2ccc(-c3cc(C(=O)O)c(OC)cc3C)cc12, On1nnc2ccccc21. Yields the product CNC(=O)c1c(-c2ccc(F)cc2)oc2ccc(-c3cc(C(=O)NC4(c5ncoc5C)CC4)c(OC)cc3C)cc12. Reaction SMILES: [CH2:53]([Cl:54])[CH2:55][Cl:56].[CH3:33][c:34]1[c:35]([C:39]2([NH2:42])[CH2:40][CH2:41]2)[n:36][cH:37][o:38]1.[CH:58]([N:59]([CH:60]([CH3:61])[CH3:62])[CH2:63][CH3:64])([CH3:65])[CH3:66].[Cl:67][CH2:68][Cl:69].[ClH:57].[F:1][c:2]1[cH:3][cH:4][c:5](-[c:8]2[o:9][c:10]3[c:11]([c:12]2[C:13]([NH:14][CH3:15])=[O:16])[cH:17][c:18](-[c:21]2[c:22]([CH3:32])[cH:23][c:24]([O:30][CH3:31])[c:25]([C:26](=[O:27])[OH:28])[cH:29]2)[cH:19][cH:20]3)[cH:6][cH:7]1.[OH:43][n:44]1[c:45]2[c:46]([cH:47][cH:48][cH:49][cH:50]2)[n:51][n:52]1>>[F:1][c:2]1[cH:3][cH:4][c:5](-[c:8]2[o:9][c:10]3[c:11]([c:12]2[C:13]([NH:14][CH3:15])=[O:16])[cH:17][c:18](-[c:21]2[c:22]([CH3:32])[cH:23][c:24]([O:30][CH3:31])[c:25]([C:26](=[O:27])[NH:42][C:39]4([c:35]5[c:34]([CH3:33])[o:38][cH:37][n:36]5)[CH2:40][CH2:41]4)[cH:29]2)[cH:19][cH:20]3)[cH:6][cH:7]1. Procedure: A mixture of the title D compound, 2-methyl-6-{4-[2-(5-methyl-2-phenyl-oxazol-4-yl)-ethoxy]-benzyloxy}-4-propoxy-benzoic acid allyl ester (620 mg, 1.16 mmol), tetrakis-(triphenyl-phosphine)palladium(0) (27 mg, 0.02 equivalents), and phenyl silane (252 mg, 2.33 mmol) in DCM (15 mL) is stirred at RT for 4 h. The mixture is concentrated under vacuum, and the residue is chromatographed on silica gel using a solvent mixture consisting of 0.5% formic acid and 20% ethyl acetate in hexane as the eluent ... Reactants: C(C=C)OC(C1=C(C=C(C=C1OCC1=CC=C(C=C1)OCCC=1N=C(OC1C)C1=CC=CC=C1)OCCC)C)=O (2-methyl-6-{4-[2-(5-methyl-2-phenyl-oxazol-4-yl)-ethoxy]-benzyloxy}-4-propoxy-benzoic acid allyl ester), tetrakis-(triphenyl-phosphine)palladium(0), C1(=CC=CC=C1)[SiH3] (phenyl silane). Run in C(Cl)Cl (DCM). The product is CC1=C(C(=O)O)C(=CC(=C1)OCCC)OCC1=CC=C(C=C1)OCCC=1N=C(OC1C)C1=CC=CC=C1 (2-methyl-6-{4-[2-(5-methyl-2-phenyl-oxazol-4-yl)-ethoxy]-benzyloxy}-4-propoxy-benzoic acid). RXN SMILES: C([O:4][C:5](=[O:40])[C:6]1[C:11]([O:12][CH2:13][C:14]2[CH:19]=[CH:18][C:17]([O:20][CH2:21][CH2:22][C:23]3[N:24]=[C:25]([C:29]4[CH:34]=[CH:33][CH:32]=[CH:31][CH:30]=4)[O:26][C:27]=3[CH3:28])=[CH:16][CH:15]=2)=[CH:10][C:9]([O:35][CH2:36][CH2:37][CH3:38])=[CH:8][C:7]=1[CH3:39])C=C.C1([SiH3])C=CC=CC=1>C(Cl)Cl>[CH3:39][C:7]1[CH:8]=[C:9]([O:35][CH2:36][CH2:37][CH3:38])[CH:10]=[C:11]([O:12][CH2:13][C:14]2[CH:19]=[CH:18][C:17]([O:20][CH2:21][CH2:22][C:23]3[N:24]=[C:25]([C:29]4[CH:34]=[CH:33][CH:32]=[CH:31][CH:30]=4)[O:26][C:27]=3[CH3:28])=[CH:16][CH:15]=2)[C:6]=1[C:5]([OH:40])=[O:4]. Reaction conditions: time 4 hour. Reactants: Cl.C(C)(=O)OC1=C(C=C(\C=C\2/CCCC=3C=C(C=NC23)C)C=C1)OC (E-5,6,7,8-tetrahydro-8-(4-acetoxy-3-methoxybenzylidene)-3-methylquinoline HCl). The solvent is Cl (HCl). The product is OC1=C(C=C(\C=C\2/CCCC=3C=C(C=NC23)C)C=C1)OC (E-5,6,7,8-Tetrahydro-8-(4-hydroxy-3-methoxybenzylidene)-3-methylquinoline), hydrochloride salt. RXN SMILES: Cl.C([O:5][C:6]1[CH:23]=[CH:22][C:9](/[CH:10]=[C:11]2\[CH2:12][CH2:13][CH2:14][C:15]3[CH:16]=[C:17]([CH3:21])[CH:18]=[N:19][C:20]\2=3)=[CH:8][C:7]=1[O:24][CH3:25])(=O)C>Cl>[OH:5][C:6]1[CH:23]=[CH:22][C:9](/[CH:10]=[C:11]2\[CH2:12][CH2:13][CH2:14][C:15]3[CH:16]=[C:17]([CH3:21])[CH:18]=[N:19][C:20]\2=3)=[CH:8][C:7]=1[O:24][CH3:25] |f:0.1|. Reported procedure: A mixture of E-5,6,7,8-tetrahydro-8-(4-acetoxy-3-methoxybenzylidene)-3-methylquinoline HCl (prepared according to Example 8) (3.0 g) and 2N HCl (50 ml) were heated for 1 hour on a steam bath. After cooling the yellow crystals were removed by filtration, washed with diethyl ether and then dried to give the title compound as the hydrochloride salt (2.5 g). m.p. 257°-60° C.